The task is: describe an organic reaction: reactants, conditions, products, and yield. This data is from the Open Reaction Database (ORD), a public repository of structured organic reaction records. Starting materials: C(=O)(O)C1=NC2=CC=C(C=C2C(=C1)O)Br (2-carboxy-4-hydroxy-6-bromoquinoline). Run in C(Cl)(Cl)Cl (chloroform). The product is BrC=1C=C2C(=CC=NC2=CC1)O (6-bromo-4-hydroxyquinoline). RXN SMILES: C([C:4]1[CH:13]=[C:12]([OH:14])[C:11]2[C:6](=[CH:7][CH:8]=[C:9]([Br:15])[CH:10]=2)[N:5]=1)(O)=O>C(Cl)(Cl)Cl>[Br:15][C:9]1[CH:10]=[C:11]2[C:6](=[CH:7][CH:8]=1)[N:5]=[CH:4][CH:13]=[C:12]2[OH:14]. Procedure details: The 2-carboxy-4-hydroxy-6-bromoquinoline (5.42 g, 20 mmol) was slurried in 250 ml of light mineral oil and heated to 270°-295° C. for 10-15 minutes. The mixture was allowed to cool overnight, diluted with chloroform and filtered, and then washed with adequate amounts of chloroform, yielding 6-bromo-4-hydroxyquinoline.